This data is from the Open Reaction Database (ORD), a public repository of structured organic reaction records. The task is: describe an organic reaction: reactants, conditions, products, and yield Reactants: C(OC1=CC=C(C=C1)S(=O)(=O)N1[C@H](C(NC2=CC(=CC=C12)Br)=O)CC)(OCC)=O (4-{[(2S)-6-Bromo-2-ethyl-3-oxo-3,4-dihydroquinoxalin-1 (2H)-yl]sulfonyl}phenyl ethyl carbonate), IC (iodomethane), C(C)[C@H]1C(N(C2=CC=C(C=C2N1S(=O)(=O)C1=CC=C(C=C1)O)F)CCC)=O ((3S)-3-ethyl-6-fluoro-4-[(4-hydroxyphenyl)sulfonyl]-1-propyl-3,4-dihydroquinoxalin-2(1H)-one). The product is BrC1=CC=C2N([C@H](C(N(C2=C1)C)=O)CC)S(=O)(=O)C1=CC=C(C=C1)O ((3S)-7-bromo-3-ethyl-4-[(4-hydroxyphenyl)sulfonyl]-1-methyl-3,4-dihydroquinoxalin-2(1H)-one). RXN SMILES: C(=O)(OCC)[O:2][C:3]1[CH:8]=[CH:7][C:6]([S:9]([N:12]2[C:21]3[C:16](=[CH:17][C:18]([Br:22])=[CH:19][CH:20]=3)[NH:15][C:14](=[O:23])[C@@H:13]2[CH2:24][CH3:25])(=[O:11])=[O:10])=[CH:5][CH:4]=1.IC.[CH2:32]([C@@H]1N(S(C2C=CC(O)=CC=2)(=O)=O)C2C(=CC=C(F)C=2)N(CCC)C1=O)C>>[Br:22][C:18]1[CH:17]=[C:16]2[C:21]([N:12]([S:9]([C:6]3[CH:7]=[CH:8][C:3]([OH:2])=[CH:4][CH:5]=3)(=[O:11])=[O:10])[C@@H:13]([CH2:24][CH3:25])[C:14](=[O:23])[N:15]2[CH3:32])=[CH:20][CH:19]=1. Procedure: 4-{[(2S)-6-Bromo-2-ethyl-3-oxo-3,4-dihydroquinoxalin-1 (2H)-yl]sulfonyl}phenyl ethyl carbonate was treated with iodomethane according to the procedure for the preparation of (3S)-3-ethyl-6-fluoro-4-[(4-hydroxyphenyl)sulfonyl]-1-propyl-3,4-dihydroquinoxalin-2(1H)-one (see Example 20) to yield (3S)-7-bromo-3-ethyl-4-[(4-hydroxyphenyl)sulfonyl]-1-methyl-3,4-dihydroquinoxalin-2(1H)-one. [α]D25=−121° (c=0.0052 G/ML, DMSO); MS (ESI) m/z 425/427 ([M+H]+); MS (ESI) m/z 423/425 ([M−H]−); Anal. Calcd for ...